From a dataset of the Open Reaction Database (ORD), a public repository of structured organic reaction records. describe an organic reaction: reactants, conditions, products, and yield The product is [Si](C)(C)(C(C)(C)C)C([C@@H]1[C@H]([C@H]([C@@H](O1)N1C(=O)NC(=O)C=C1)O)O)O (5'-(t-butyldimethyisilyl) uridine). Reactants: N1C=NC=C1 (imidazole), [C@@H]1([C@H](O)[C@H](O)[C@@H](CO)O1)N1C(=O)NC(=O)C=C1 (uridine), C(C)(C)(C)[Si](Cl)(C)C (t-butyldimethylchlorosilane). Reaction conditions: time 20 hour. As a reaction SMILES: [C@@H:1]1([N:10]2[CH:17]=[CH:16][C:14](=[O:15])[NH:13][C:11]2=[O:12])[O:9][C@H:6]([CH2:7][OH:8])[C@@H:4]([OH:5])[C@H:2]1[OH:3].N1C=CN=C1.[C:23]([Si:27]([CH3:30])([CH3:29])Cl)([CH3:26])([CH3:25])[CH3:24]>CN(C)C=O>[Si:27]([CH:7]([OH:8])[C@H:6]1[O:9][C@@H:1]([N:10]2[CH:17]=[CH:16][C:14](=[O:15])[NH:13][C:11]2=[O:12])[C@H:2]([OH:3])[C@@H:4]1[OH:5])([C:23]([CH3:26])([CH3:25])[CH3:24])([CH3:30])[CH3:29]. Solvent: CN(C=O)C (N, N-dimethylformamide). Procedure details: To a stirred suspension of 1 gram of uridine in 20 ml dry N, N-dimethylformamide is added 2.4 molar equivalents of imidazole followed by 1.2 molar equivalents of t-butyldimethylchlorosilane. The mixture is stirred with protection from moisture at room temperature for 20 hours, at which time the solvent is removed at 50° C. in vacuo. The residue is dissolved in 15 ml of ethyl acetate, the solution is washed with 10 ml of water, and the extract is dried with magnesium. sulfate and evaporated to gi... Reactants: BrB(Br)Br, ClCCl, COc1nc(Cl)c(C(=O)NCc2ccc(Cl)c(Oc3cc(Cl)cc(C#N)c3)c2F)[nH]1. Reaction SMILES: [B:1]([Br:2])([Br:3])[Br:4].[Cl:35][CH2:36][Cl:37].[Cl:5][c:6]1[n:7][c:8]([O:33][CH3:34])[nH:9][c:10]1[C:11](=[O:12])[NH:13][CH2:14][c:15]1[c:16]([F:32])[c:17]([O:22][c:23]2[cH:24][c:25]([Cl:31])[cH:26][c:27]([C:29]#[N:30])[cH:28]2)[c:18]([Cl:21])[cH:19][cH:20]1>>[Cl:5][c:6]1[nH:7][c:8](=[O:33])[nH:9][c:10]1[C:11](=[O:12])[NH:13][CH2:14][c:15]1[c:16]([F:32])[c:17]([O:22][c:23]2[cH:24][c:25]([Cl:31])[cH:26][c:27]([C:29]#[N:30])[cH:28]2)[c:18]([Cl:21])[cH:19][cH:20]1. The product is N#Cc1cc(Cl)cc(Oc2c(Cl)ccc(CNC(=O)c3[nH]c(=O)[nH]c3Cl)c2F)c1.